Dataset: the Open Reaction Database (ORD), a public repository of structured organic reaction records. Task: describe an organic reaction: reactants, conditions, products, and yield Reactants: COC(C1=C(C=C(C=C1)CBr)Br)=O (2-bromo-4-bromomethyl-benzoic acid methyl ester), CN1C(=C(C2=CC=CC=C12)C=NO)C (1,2-dimethyl-1H-indole-3-carbaldehyde oxime). Product: BrC1=C(C(=O)O)C=CC(=C1)CO/N=C/C1=C(N(C2=CC=CC=C12)C)C (2-bromo-4-[({[(1E)-(1,2-dimethyl-1H-indol-3-yl)methylidene]amino}oxy)methyl]benzoic acid). The yield is 43.8%. As a reaction SMILES: C[O:2][C:3](=[O:13])[C:4]1[CH:9]=[CH:8][C:7]([CH2:10]Br)=[CH:6][C:5]=1[Br:12].[CH3:14][N:15]1[C:23]2[C:18](=[CH:19][CH:20]=[CH:21][CH:22]=2)[C:17]([CH:24]=[N:25][OH:26])=[C:16]1[CH3:27]>>[Br:12][C:5]1[CH:6]=[C:7]([CH2:10][O:26]/[N:25]=[CH:24]/[C:17]2[C:18]3[C:23](=[CH:22][CH:21]=[CH:20][CH:19]=3)[N:15]([CH3:14])[C:16]=2[CH3:27])[CH:8]=[CH:9][C:4]=1[C:3]([OH:2])=[O:13]. Procedure details: This compound was produced using similar methods as that used in Step 4, example 6, starting with 2-bromo-4-bromomethyl-benzoic acid methyl ester (0.28 g, 0.91 mmol) and 1,2-dimethyl-1H-indole-3-carbaldehyde oxime (0.18 g, 0.96 mmol). The crude material was purified by flash chromatography through silica gel using ethyl acetate/hexanes (50/50 with 1% formic acid) followed by HPLC (65% acetonitrile in 0.1% trifluoroacetic acid solution) and one final recrystallization from ethyl acetate/hexanes t... The reactants are Ic1cn(C(c2ccccc2)(c2ccccc2)c2ccccc2)cn1, [Na+], [Na+], O=C([O-])[O-], C1COCCO1, [Pd], c1ccc(P(c2ccccc2)c2ccccc2)cc1, CC1(C)OB(c2ccc3nc(C(=O)Nc4ccccc4)cn3c2)OC1(C)C, c1ccc(P(c2ccccc2)c2ccccc2)cc1, c1ccc(P(c2ccccc2)c2ccccc2)cc1, c1ccc(P(c2ccccc2)c2ccccc2)cc1. Product: O=C(Nc1ccccc1)c1cn2cc(-c3cn(C(c4ccccc4)(c4ccccc4)c4ccccc4)cn3)ccc2n1. As a reaction SMILES: [I:34][c:35]1[n:36][cH:37][n:38]([C:40]([c:41]2[cH:42][cH:43][cH:44][cH:45][cH:46]2)([c:47]2[cH:48][cH:49][cH:50][cH:51][cH:52]2)[c:53]2[cH:54][cH:55][cH:56][cH:57][cH:58]2)[cH:39]1.[Na+:28].[Na+:29].[O-:30][C:31](=[O:32])[O-:33].[O:136]1[CH2:137][CH2:138][O:139][CH2:140][CH2:141]1.[Pd:59].[c:117]1([P:118]([c:119]2[cH:120][cH:121][cH:122][cH:123][cH:124]2)[c:125]2[cH:126][cH:127][cH:128][cH:129][cH:130]2)[cH:131][cH:132][cH:133][cH:134][cH:135]1.[c:1]1([NH:7][C:8](=[O:9])[c:10]2[n:11][c:12]3[n:13]([cH:14][c:15]([B:18]4[O:19][C:20]([CH3:21])([CH3:22])[C:23]([CH3:24])([CH3:25])[O:26]4)[cH:16][cH:17]3)[cH:27]2)[cH:2][cH:3][cH:4][cH:5][cH:6]1.[c:60]1([P:61]([c:62]2[cH:63][cH:64][cH:65][cH:66][cH:67]2)[c:68]2[cH:69][cH:70][cH:71][cH:72][cH:73]2)[cH:74][cH:75][cH:76][cH:77][cH:78]1.[c:79]1([P:80]([c:81]2[cH:82][cH:83][cH:84][cH:85][cH:86]2)[c:87]2[cH:88][cH:89][cH:90][cH:91][cH:92]2)[cH:93][cH:94][cH:95][cH:96][cH:97]1.[c:98]1([P:99]([c:100]2[cH:101][cH:102][cH:103][cH:104][cH:105]2)[c:106]2[cH:107][cH:108][cH:109][cH:110][cH:111]2)[cH:112][cH:113][cH:114][cH:115][cH:116]1>>[c:1]1([NH:7][C:8](=[O:9])[c:10]2[n:11][c:12]3[n:13]([cH:14][c:15](-[c:35]4[n:36][cH:37][n:38]([C:40]([c:41]5[cH:42][cH:43][cH:44][cH:45][cH:46]5)([c:47]5[cH:48][cH:49][cH:50][cH:51][cH:52]5)[c:53]5[cH:54][cH:55][cH:56][cH:57][cH:58]5)[cH:39]4)[cH:16][cH:17]3)[cH:27]2)[cH:2][cH:3][cH:4][cH:5][cH:6]1. RXN SMILES: [CH2:1]([C:5]1[CH:27]=[CH:26][C:8]([O:9][CH2:10][C:11]2[O:12][CH:13]=[C:14]([O:18]CC3C=CC=CC=3)[C:15](=[O:17])[CH:16]=2)=[CH:7][CH:6]=1)[C:2]([CH3:4])=[O:3]>CO>[CH2:1]([C:5]1[CH:27]=[CH:26][C:8]([O:9][CH2:10][C:11]2[O:12][CH:13]=[C:14]([OH:18])[C:15](=[O:17])[CH:16]=2)=[CH:7][CH:6]=1)[C:2]([CH3:4])=[O:3]. Procedure: A solution of 2-(4-acetonylphenoxymethyl)-5-benzyloxy-4H-pyran-4-one, ethylene ketal (2.0 g) in methanol was hydrogenated at ambient temperature and pressure over 10% palladium on carbon until absorption of hydrogen was complete. The catalyst was filtered off and the solvent removed in vacuo. The residue was dissolved in acetone (75 ml) and treated with 2N-hydrochloric acid solution (2 ml) and allowed to stand at room temperature for 2 h. The solvent was then removed in vacuo, the residue dissol... Solvent: CO (methanol). Run at time 2 hour. Product: C(C(=O)C)C1=CC=C(OCC=2OC=C(C(C2)=O)O)C=C1 (2-(4-acetonylphenoxymethyl) -5-hydroxy-4H-pyran-4-one). Starting materials: C(C(=O)C)C1=CC=C(OCC=2OC=C(C(C2)=O)OCC2=CC=CC=C2)C=C1 (2-(4-acetonylphenoxymethyl)-5-benzyloxy-4H-pyran-4-one), ethylene ketal. Starting materials: CC1=C(C=NN1C1=CC=CC=C1)C(=O)O (5-methyl-1-phenylpyrazole-4-carboxylic acid), NC=1C=CC(=C(C#N)C1)N1CCN(CC1)C1CCOCC1 (5-amino-2-[4-(3,4,5,6-tetrahydro-2H-pyran-4-yl)piperazin-1-yl]benzonitrile). Yields the product C(#N)C=1C=C(C=CC1N1CCN(CC1)C1CCOCC1)NC(=O)C=1C=NN(C1C)C1=CC=CC=C1 (N-{3-Cyano-4-[4-(3,4,5,6-tetrahydro-2H-pyran-4-yl)piperazin-1-yl]phenyl}-5-methyl-1-phenylpyrazole-4-carboxamide). Isolated yield 69.6%. Reaction SMILES: [CH3:1][C:2]1[N:6]([C:7]2[CH:12]=[CH:11][CH:10]=[CH:9][CH:8]=2)[N:5]=[CH:4][C:3]=1[C:13]([OH:15])=O.[NH2:16][C:17]1[CH:18]=[CH:19][C:20]([N:25]2[CH2:30][CH2:29][N:28]([CH:31]3[CH2:36][CH2:35][O:34][CH2:33][CH2:32]3)[CH2:27][CH2:26]2)=[C:21]([CH:24]=1)[C:22]#[N:23]>>[C:22]([C:21]1[CH:24]=[C:17]([NH:16][C:13]([C:3]2[CH:4]=[N:5][N:6]([C:7]3[CH:8]=[CH:9][CH:10]=[CH:11][CH:12]=3)[C:2]=2[CH3:1])=[O:15])[CH:18]=[CH:19][C:20]=1[N:25]1[CH2:30][CH2:29][N:28]([CH:31]2[CH2:36][CH2:35][O:34][CH2:33][CH2:32]2)[CH2:27][CH2:26]1)#[N:23]. Reported procedure: By the reaction and treatment in the same manner as in Example 64 using 5-methyl-1-phenylpyrazole-4-carboxylic acid (0.5 g) and 5-amino-2-[4-(3,4,5,6-tetrahydro-2H-pyran-4-yl)piperazin-1-yl]benzonitrile (0.7 g), the title compound (0.8 g) was obtained, melting point: 227° C. The reactants are ice water, N1=CC=C(C=C1)CN (4-picolylamine), C(C)(=O)OC(C)=O (acetic anhydride), IC (Iodomethane), IC (iodomethane). Solvent: CO (methanol). Conditions: time 8 hour. Product: [I-].N(C(=O)C)CC1=CC=[N+](C=C1)C (4-(Acetaminomethyl)-1-methyl-pyridinium iodide), powder. Isolated yield 71.0%. Reaction SMILES: [N:1]1[CH:6]=[CH:5][C:4]([CH2:7][NH2:8])=[CH:3][CH:2]=1.[C:9](OC(=O)C)(=[O:11])[CH3:10].[I:16][CH3:17]>CO>[I-:16].[NH:8]([CH2:7][C:4]1[CH:5]=[CH:6][N+:1]([CH3:17])=[CH:2][CH:3]=1)[C:9]([CH3:10])=[O:11] |f:4.5|. Procedure details: To a cold (ice-water bath) solution of 4-picolylamine (1070 gr, 9.9 mol) in methanol (3 l) was added dropwise acetic anhydride (1400 gr, 13.7 mol). During addition the reaction temperature was kept between 10 and 30° C. When the addition of the reagent was complete the reaction mixture was left overnight at room temperature. Iodomethane (800 ml, 24.8 mol) was added to the reaction mixture which was cooled with water bath, under nitrogen atmosphere. During addition the reaction temperature was ke... Starting materials: C(CCCCCCCCCCC)OC1=C(C=C(C(=O)O)C=C1)Cl (4-n-dodecyloxy-3-chlorobenzoic acid), S(=O)(Cl)Cl (thionyl chloride). Product: C(CCCCCCCCCCC)OC1=C(C=C(C(=O)Cl)C=C1)Cl (4-n-dodecyloxy-3-chlorobenzoic acid chloride). As a reaction SMILES: [CH2:1]([O:13][C:14]1[CH:22]=[CH:21][C:17]([C:18](O)=[O:19])=[CH:16][C:15]=1[Cl:23])[CH2:2][CH2:3][CH2:4][CH2:5][CH2:6][CH2:7][CH2:8][CH2:9][CH2:10][CH2:11][CH3:12].S(Cl)([Cl:26])=O>>[CH2:1]([O:13][C:14]1[CH:22]=[CH:21][C:17]([C:18]([Cl:26])=[O:19])=[CH:16][C:15]=1[Cl:23])[CH2:2][CH2:3][CH2:4][CH2:5][CH2:6][CH2:7][CH2:8][CH2:9][CH2:10][CH2:11][CH3:12]. Reported procedure: To 1.0 g of this 4-n-dodecyloxy-3-chlorobenzoic acid was added 10 g of thionyl chloride, and the mixture was refluxed for 3 hours and unreacted thionyl chloride was removed under a reduced pressure. Thus, 4-n-dodecyloxy-3-chlorobenzoic acid chloride was quantitatively obtained. A solution of the so-obtained compound in toluene was added dropwise to a solution of 0.59 g of p-benzyloxyphenol and 0.3 g of triethylamine in toluene, and the mixture was stirred overnight. The thus-obtained solution wa... Starting materials: BrC1=C(C=CC=C1)C1CC(CC(C1)=O)=O (5-(2-bromophenyl)cyclohexane-1,3-dione), [H-].[Na+] (sodium hydride), ClCC(C)=O (chloroacetone). Solvent: CN(C)C=O (DMF). Reaction conditions: time 15 minute. Product: BrC1=C(C=CC=C1)C1CC2=C(C(=CO2)C)C(C1)=O (6-(2-bromophenyl)-3-methyl-4,5,6,7-tetrahydrobenzofuran-4-one). Reaction SMILES: [Br:1][C:2]1[CH:7]=[CH:6][CH:5]=[CH:4][C:3]=1[CH:8]1[CH2:13][C:12](=[O:14])[CH2:11][C:10](=[O:15])[CH2:9]1.[H-].[Na+].Cl[CH2:19][C:20](=O)[CH3:21]>CN(C=O)C>[Br:1][C:2]1[CH:7]=[CH:6][CH:5]=[CH:4][C:3]=1[CH:8]1[CH2:13][C:12](=[O:14])[C:11]2[C:20]([CH3:21])=[CH:19][O:15][C:10]=2[CH2:9]1 |f:1.2|. Procedure: To a solution of 5-(2-bromophenyl)cyclohexane-1,3-dione (mp174-175° C.; 1.07 g) in DMF (15 ml) was added 60% sodium hydride (0.18 g), and the mixture was stirred, under argon atmosphere, at room temperature for 15 minutes. To the mixture was added chloroacetone (0.36 ml), and the mixture was stirred at 150° C. overnight (13 hours). The reaction solution was cooled and concentrated under reduced pressure. To the residue was added ice-water, and the mixture was extracted with ethyl acetate. The up... Reactants: C#CCNCCC=O, CS(=O)c1nnc(N=C=O)s1, c1ccccc1. Yields the product C#CCN(CCC=O)C(=O)Nc1nnc(S(C)=O)s1. As a reaction SMILES: [CH2:12]([C:13]#[CH:14])[NH:15][CH2:16][CH2:17][CH:18]=[O:19].[CH3:1][S:2](=[O:3])[c:4]1[n:5][n:6][c:7]([N:9]=[C:10]=[O:11])[s:8]1.[cH:20]1[cH:21][cH:22][cH:23][cH:24][cH:25]1>>[CH3:1][S:2](=[O:3])[c:4]1[n:5][n:6][c:7]([NH:9][C:10](=[O:11])[N:15]([CH2:12][C:13]#[CH:14])[CH2:16][CH2:17][CH:18]=[O:19])[s:8]1.